Dataset: the Open Reaction Database (ORD), a public repository of structured organic reaction records. Task: describe an organic reaction: reactants, conditions, products, and yield Solvent: ClCCl (dichloromethane). Reaction conditions: time 18 hour. Procedure: (S)-tert-Butyl 4-(1-amino-3-(4′-(morpholinosulfonyl)biphenyl-4-yl)-1-oxopropan-2-ylcarbamoyl)tetrahydro-2H-pyran-4-ylcarbamate (Example 27, step (i), 0.24 g) in dichloromethane (10 mL) was treated with Burgess' reagent (0.185 g) and the mixture was stirred at room temperature for 18 h. The solvent was removed under reduced pressure and the residue was purified by chromatography on silica eluting with ethyl acetate/isohexane (1:1) to afford the sub-titled compound (210 mg). Isolated yield 90.1%. Product: C(#N)[C@H](CC1=CC=C(C=C1)C1=CC=C(C=C1)S(=O)(=O)N1CCOCC1)NC(=O)C1(CCOCC1)NC(OC(C)(C)C)=O ((S)-tert-Butyl 4-(1-cyano-2-(4′-(morpholinosulfonyl)biphenyl-4-yl)ethylcarbamoyl)tetrahydro-2H-pyran-4-ylcarbamate). Reaction SMILES: [NH2:1][C:2](=O)[C@@H:3]([NH:26][C:27]([C:29]1([NH:35][C:36](=[O:42])[O:37][C:38]([CH3:41])([CH3:40])[CH3:39])[CH2:34][CH2:33][O:32][CH2:31][CH2:30]1)=[O:28])[CH2:4][C:5]1[CH:10]=[CH:9][C:8]([C:11]2[CH:16]=[CH:15][C:14]([S:17]([N:20]3[CH2:25][CH2:24][O:23][CH2:22][CH2:21]3)(=[O:19])=[O:18])=[CH:13][CH:12]=2)=[CH:7][CH:6]=1.CC[N+](S(N=C(OC)[O-])(=O)=O)(CC)CC>ClCCl>[C:2]([C@@H:3]([NH:26][C:27]([C:29]1([NH:35][C:36](=[O:42])[O:37][C:38]([CH3:40])([CH3:39])[CH3:41])[CH2:34][CH2:33][O:32][CH2:31][CH2:30]1)=[O:28])[CH2:4][C:5]1[CH:6]=[CH:7][C:8]([C:11]2[CH:12]=[CH:13][C:14]([S:17]([N:20]3[CH2:21][CH2:22][O:23][CH2:24][CH2:25]3)(=[O:19])=[O:18])=[CH:15][CH:16]=2)=[CH:9][CH:10]=1)#[N:1]. The reactants are NC([C@H](CC1=CC=C(C=C1)C1=CC=C(C=C1)S(=O)(=O)N1CCOCC1)NC(=O)C1(CCOCC1)NC(OC(C)(C)C)=O)=O ((S)-tert-Butyl 4-(1-amino-3-(4′-(morpholinosulfonyl)biphenyl-4-yl)-1-oxopropan-2-ylcarbamoyl)tetrahydro-2H-pyran-4-ylcarbamate), CC[N+](CC)(CC)S(=O)(=O)N=C([O-])OC (Burgess' reagent).